Dataset: the Open Reaction Database (ORD), a public repository of structured organic reaction records. Task: describe an organic reaction: reactants, conditions, products, and yield Starting materials: Cl[SiH]1N(C=CN1C(C)(C)C)C(C)(C)C (2-chloro-1,3-di-tert-butyl-1,3-diaza-2-silacyclopent-4-ene), C(C)(CC)N (sec-butylamine). Run in CCCCCC (hexane). Reaction conditions: time 14 hour. The product is C(C)(CC)N[SiH]1N(C=CN1C(C)(C)C)C(C)(C)C (2-sec-butylamino-1,3-di-tert-butyl-1,3-diaza-2-silacyclopent-4-ene). Yield: 92.0%. RXN SMILES: Cl[SiH:2]1[N:6]([C:7]([CH3:10])([CH3:9])[CH3:8])[CH:5]=[CH:4][N:3]1[C:11]([CH3:14])([CH3:13])[CH3:12].[CH:15]([NH2:19])([CH2:17][CH3:18])[CH3:16]>CCCCCC>[CH:15]([NH:19][SiH:2]1[N:6]([C:7]([CH3:10])([CH3:9])[CH3:8])[CH:5]=[CH:4][N:3]1[C:11]([CH3:14])([CH3:13])[CH3:12])([CH2:17][CH3:18])[CH3:16]. Reported procedure: In an argon atmosphere, 5.23 g (22.4 mmol) of Si(tBuNCHCHNtBu)(H)Cl was dissolved in 30 mL of hexane and after adding 3.30 g (45.1 mmol) of sec-butylamine, the mixture was stirred at room temperature for 14 hours. Insoluble matters produced were separated by filtration, and the solvent was removed by distillation from the filtrate under atmospheric pressure. The obtained residue was distilled under reduced pressure (distillation temperature: 98° C./3.5×102 Pa) to obtain 2-sec-butylamino-1,3-di-t... Reactants: CN(CCOC1=CC=C(CC2=CC=3C(=C4C(=NC3C=C2)C=NN4C)Cl)C=C1)C (7-[4-[2-(dimethylamino)ethoxy]benzyl]-9-chloro-1-methyl-1H-pyrazolo[4,3-b]-quinoline), C(C1=CC=CC=C1)C1=CC=2C(=C3C(=NC2C=C1)C=NN3C)Cl (7-benzyl-9-chloro-1-methyl-1H-pyrazolo[4,3-b]quinoline), CN(CCOC1=CC=C(CC2=CC=3C(C4=C(NC3C=C2)C=NN4C)=O)C=C1)C (7-[4-(2-(Dimethylamino)ethoxy)benzyl]-1-methyl-1,4-dihydro-9H-pyrazolo[4,3-b]quinolin-9-one), Cl (hydrochloric acid). Yields the product CN(CCOC1=CC=C(CC2=CC=3C(C4=C(NC3C=C2)C=NN4C)=O)C=C1)C (7-[4-(2-(Dimethylamino)ethoxy)benzyl]-1-methyl-1,4-dihydro-9H-pyrazolo[4,3-b]quinolin-9-one), Cl.CN(CCOC1=CC=C(CC2=CC=3C(C4=C(NC3C=C2)C=NN4C)=O)C=C1)C (7-[4-[2-(DIMETHYLAMINO)ETHOXY]BENZYL]-1-METHYL-1,4-DIHYDRO-9H-PYRAZOLO[4,3-b]QUINOLIN-9-ONE HYDROCHLORIDE). Isolated yield 27.0%. RXN SMILES: CN(C)CCOC1C=CC(CC2C=CC3N=C4C=NN(C)C4=C([Cl:25])C=3C=2)=CC=1.C(C1C=CC2N=C3C=NN(C)C3=C(Cl)C=2C=1)C1C=CC=CC=1.[CH3:51][N:52]([CH3:78])[CH2:53][CH2:54][O:55][C:56]1[CH:77]=[CH:76][C:59]([CH2:60][C:61]2[CH:70]=[CH:69][C:68]3[NH:67][C:66]4[CH:71]=[N:72][N:73]([CH3:74])[C:65]=4[C:64](=[O:75])[C:63]=3[CH:62]=2)=[CH:58][CH:57]=1.Cl>>[CH3:78][N:52]([CH3:51])[CH2:53][CH2:54][O:55][C:56]1[CH:57]=[CH:58][C:59]([CH2:60][C:61]2[CH:70]=[CH:69][C:68]3[NH:67][C:66]4[CH:71]=[N:72][N:73]([CH3:74])[C:65]=4[C:64](=[O:75])[C:63]=3[CH:62]=2)=[CH:76][CH:77]=1.[ClH:25].[CH3:78][N:52]([CH3:51])[CH2:53][CH2:54][O:55][C:56]1[CH:57]=[CH:58][C:59]([CH2:60][C:61]2[CH:70]=[CH:69][C:68]3[NH:67][C:66]4[CH:71]=[N:72][N:73]([CH3:74])[C:65]=4[C:64](=[O:75])[C:63]=3[CH:62]=2)=[CH:76][CH:77]=1 |f:5.6|. Reported procedure: 7-[4-(2-(Dimethylamino)ethoxy)benzyl]-1-methyl-1,4-dihydro-9H-pyrazolo[4,3-b]quinolin-9-one was prepared according to the procedure of step 3 in EXAMPLE 11 using 7-[4-[2-(dimethylamino)ethoxy]benzyl]-9-chloro-1-methyl-1H-pyrazolo[4,3-b]-quinoline (Example 18, step 2), instead of 7-benzyl-9-chloro-1-methyl-1H-pyrazolo[4,3-b]quinoline. 7-[4-(2-(Dimethylamino)ethoxy)benzyl]-1-methyl-1,4-dihydro-9H-pyrazolo[4,3-b]quinolin-9-one (18 mg, 0.048 mmol) was treated with methanolic hydrochloric acid (5 ml)... Reactants: O=C1CCCc2c(Br)cccc21, [Na+], [OH-], O=[N+]([O-])O, O=S(=O)(O)O. The product is O=C1CCCc2c(Br)ccc([N+](=O)[O-])c21. Reaction SMILES: [Br:5][c:6]1[c:7]2[c:12]([cH:13][cH:14][cH:15]1)[C:11](=[O:16])[CH2:10][CH2:9][CH2:8]2.[Na+:18].[OH-:17].[OH:1][N+:2]([O-:3])=[O:4].[S:19](=[O:20])(=[O:21])([OH:22])[OH:23]>>[O-:1][N+:2](=[O:4])[c:13]1[c:12]2[c:7]([c:6]([Br:5])[cH:15][cH:14]1)[CH2:8][CH2:9][CH2:10][C:11]2=[O:16]. Reactants: CC1=C(C=C(C=C1)C)C(C=C)(C1=CC=C(C=C1)OCC1=CC=CC=C1)O (1-(2,5-dimethylphenyl)-1-(4-benzyloxyphenyl)-allyl alcohol), [H][H] (hydrogen). Reagents/catalysts: [Ni] (Raney nickel). Run in C(C)O (ethanol). Product: CC1=C(C=C(C=C1)C)C(CC)(O)C1=CC=C(C=C1)OCC1=CC=CC=C1 (1-(2,5-Dimethylphenyl)-1-(4-benzyloxyphenyl)-propan-1-ol). As a reaction SMILES: [CH3:1][C:2]1[CH:7]=[CH:6][C:5]([CH3:8])=[CH:4][C:3]=1[C:9]([OH:26])([C:12]1[CH:17]=[CH:16][C:15]([O:18][CH2:19][C:20]2[CH:25]=[CH:24][CH:23]=[CH:22][CH:21]=2)=[CH:14][CH:13]=1)[CH:10]=[CH2:11].[H][H]>[Ni].C(O)C>[CH3:1][C:2]1[CH:7]=[CH:6][C:5]([CH3:8])=[CH:4][C:3]=1[C:9]([C:12]1[CH:17]=[CH:16][C:15]([O:18][CH2:19][C:20]2[CH:25]=[CH:24][CH:23]=[CH:22][CH:21]=2)=[CH:14][CH:13]=1)([OH:26])[CH2:10][CH3:11]. Procedure details: 10.3 g. of 1-(2,5-dimethylphenyl)-1-(4-benzyloxyphenyl)-allyl alcohol are dissolved in 110 ml. of ethanol and the reaction mixture is hydrogenated under atmospheric pressure, in the presence of 3.5 g. of Raney nickel catalyst. After uptake of the calculated amount of hydrogen is complete, the catalyst is filtered off. Ethanol is distilled off under reduced pressure. As a residue 9 g. of the named compound are obtained as a viscous oil, boiling at 190°-192° C./26.6 Pa. Reactants: COC(C1=CC(=CC(=C1)C=1C=NC=CC1)Br)=O (Methyl-3-bromo-5-(3-pyridyl)benzoate), [OH-].[Na+] (sodium hydroxide). The solvent is CO (methanol). Product: hydrochloride salt, BrC=1C=C(C(=O)O)C=C(C1)C=1C=NC=CC1 (3-Bromo-5-(3-pyridyl)benzoic Acid). Isolated yield 136.2%. Reaction SMILES: C[O:2][C:3](=[O:17])[C:4]1[CH:9]=[C:8]([C:10]2[CH:11]=[N:12][CH:13]=[CH:14][CH:15]=2)[CH:7]=[C:6]([Br:16])[CH:5]=1.[OH-].[Na+]>CO>[Br:16][C:6]1[CH:5]=[C:4]([CH:9]=[C:8]([C:10]2[CH:11]=[N:12][CH:13]=[CH:14][CH:15]=2)[CH:7]=1)[C:3]([OH:17])=[O:2] |f:1.2|. Reported procedure: In a 100 ml round bottom flask equipped with stir bar added Methyl-3-bromo-5-(3-pyridyl)benzoate (1.16 g, 3.96 mmol), methanol (15 ml) and sodium hydroxide (5.94 ml, 5.94 mmol, 1N aqueous). Stirred the resulting mixture at 50° C. for 2 h. The reaction mixture was cooled to room temperature, concentrated in-vacuo and the residue was dissolved in methanol (20 ml). To this mixture added hydrochloric acid (1N diethyl ether) dropwise and stirred at room temperature for 10 min. The reaction mixture wa...